Dataset: the Open Reaction Database (ORD), a public repository of structured organic reaction records. Task: describe an organic reaction: reactants, conditions, products, and yield Procedure: 100 mg of methyl 10-undecenoate (0.5 mmol), 53 mg of acrylonitrile (1 mmol) and 10 ml of toluene distilled over sodium-benzophenone are placed in a 50 ml Schlenk tube. 1.5 mg (2.4×10−3 mmol) of second-generation Hoveyda-Grubbs catalyst ((1,3-bis(2,4,6-trimethylphenyl)-2-imidazolidinylidene)dichloro(o-iso-propoxyphenylmethylene)ruthenium, available from Aldrich) are added. The mixture is heated to 100° C. and left to react for 1 hour under nitrogen and with magnetic stirring. The reaction mixture... Solvent: C1(=CC=CC=C1)C (toluene). The reactants are C(CCCCCCCCC=C)(=O)OC (methyl 10-undecenoate), C(C=C)#N (acrylonitrile), [Na].C(C1=CC=CC=C1)(=O)C1=CC=CC=C1 (sodium benzophenone), C(CCCCCCCCC=C)(=O)OC (methyl 10-undecenoate), CCCCCCCCCCCC (dodecane), C(#N)C=CCCCCCCCCC(=O)OC (methyl 11-cyano-10-undecenoate). Reagents/catalysts: CC1=CC(=C(C(=C1)C)N2CCN(C2=[Ru](=CC3=C(C=CC=C3)OC(C)C)(Cl)Cl)C4=C(C=C(C=C4C)C)C)C (Hoveyda-Grubbs catalyst). Reaction conditions: temperature 100 celsius. Product: C(C=CCCCCCCCC)(=O)OC.C(C=C)#N (Methyl Undecenoate Acrylonitrile). As a reaction SMILES: [C:1]([O:13][CH3:14])(=[O:12])[CH2:2][CH2:3][CH2:4][CH2:5][CH2:6][CH2:7][CH2:8][CH2:9][CH:10]=[CH2:11].[C:15](#[N:18])[CH:16]=[CH2:17].[Na].C(C1C=CC=CC=1)(=O)C1C=CC=CC=1.CCCCCCCCCCCC.C(C=CCCCCCCCCC(OC)=O)#N>CC1C=C(C)C(N2C(=[Ru](Cl)(Cl)=CC3C=CC=CC=3OC(C)C)N(C3C(C)=CC(C)=CC=3C)CC2)=C(C)C=1.C1(C)C=CC=CC=1>[C:1]([O:13][CH3:14])(=[O:12])[CH:2]=[CH:3][CH2:4][CH2:5][CH2:6][CH2:7][CH2:8][CH2:9][CH2:10][CH3:11].[C:15](#[N:18])[CH:16]=[CH2:17] |f:2.3,8.9,^1:18|.